This data is from the Open Reaction Database (ORD), a public repository of structured organic reaction records. The task is: describe an organic reaction: reactants, conditions, products, and yield Reactants: CON=C1COC=2N=NC=CC21 (furo[2,3-c]pyridazin-5(6H)-one O-methyl oxime), COC1=C2C(=NC=C1)OCC2=O (4-methoxyfuro[2,3-b]pyridin-3(2H)-one). Product: CON=C1COC2=NC=CC(=C21)OC (4-methoxyfuro[2,3-b]pyridin-3(2H)-one O-methyl oxime). As a reaction SMILES: [CH3:1][O:2][N:3]=C1C2C=CN=NC=2OC1.[CH3:13][O:14][C:15]1[CH:20]=[CH:19][N:18]=[C:17]2[O:21][CH2:22][C:23](=O)[C:16]=12>>[CH3:1][O:2][N:3]=[C:23]1[C:16]2[C:17](=[N:18][CH:19]=[CH:20][C:15]=2[O:14][CH3:13])[O:21][CH2:22]1. Procedure: This compound was prepared using a method analogous to that of furo[2,3-c]pyridazin-5(6H)-one O-methyl oxime (A.2.3.3), 4-methoxyfuro[2,3-b]pyridin-3(2H)-one replacing furo[2,3-c]pyridazin-5(6H)-one. Purification by (KP-SIL™ from Biotage) using Hept/EtOAc (1/1) gives the desired product as white solid;